Dataset: the Open Reaction Database (ORD), a public repository of structured organic reaction records. Task: describe an organic reaction: reactants, conditions, products, and yield Reactants: Cl.C(C)N=C=NCCCN(C)C (1-ethyl-3-(3′-dimethylaminopropyl)carbodiimide monohydrochloride), OC1=CC=CC=2NN=NC21 (hydroxybenzotriazole), [Cl-].[NH4+] (Ammonium chloride), C(C)(C)N(CC)C(C)C (diisopropylethylamine), N1N=CC2=CC(=CC=C12)OC1CCC(CC1)C(=O)O (4-(1H-indazol-5-yloxy)cyclohexanecarboxylic acid), N (ammonia), Cl.C(C)N=C=NCCCN(C)C (1-ethyl-3-(3′-dimethylaminopropyl)carbodiimide monohydrochloride), OC1=CC=CC=2NN=NC21 (hydroxybenzotriazole), C(O)([O-])=O.[Na+] (sodium hydrogencarbonate). The solvent is O (water), CN(C=O)C (N,N-dimethylformamide). Run at time 16 hour. The product is N1N=CC2=CC(=CC=C12)OC1CCC(CC1)C(=O)N (4-(1H-indazol-5-yloxy)cyclohexanecarboxamide). The yield is 94.6%. RXN SMILES: [Cl-].[NH4+].C([N:6](C(C)C)CC)(C)C.[NH:12]1[C:20]2[C:15](=[CH:16][C:17]([O:21][CH:22]3[CH2:27][CH2:26][CH:25]([C:28]([OH:30])=O)[CH2:24][CH2:23]3)=[CH:18][CH:19]=2)[CH:14]=[N:13]1.N.Cl.C(N=C=NCCCN(C)C)C.OC1C2N=NNC=2C=CC=1.C(=O)([O-])O.[Na+]>CN(C)C=O.O>[NH:12]1[C:20]2[C:15](=[CH:16][C:17]([O:21][CH:22]3[CH2:27][CH2:26][CH:25]([C:28]([NH2:6])=[O:30])[CH2:24][CH2:23]3)=[CH:18][CH:19]=2)[CH:14]=[N:13]1 |f:0.1,5.6,8.9|. Procedure: Ammonium chloride (173 ml, 3.23 mmol) and diisopropylethylamine (0.75 ml, 4.30 mmol) were added to a solution of the 4-(1H-indazol-5-yloxy)cyclohexanecarboxylic acid (280 mg, 1.08 mmol) obtained in Example 368 in N,N-dimethylformamide (10 ml). After aqueous ammonia (1 ml) was added thereto to effect dissolution, 1-ethyl-3-(3′-dimethylaminopropyl)carbodiimide monohydrochloride (309 mg, 1.61 mmol) and hydroxybenzotriazole (160 mg, 1.18 mmol) were added thereto. After 16 hours, it was confirmed tha... Reactants: CC(C)Oc1ccc(S(=O)(=O)CC[Si](C)(C)C)cc1C(=O)O, c1cc2c(cc1C1CCOCC1)CNC2. Product: CC(C)Oc1ccc(S(=O)(=O)CC[Si](C)(C)C)cc1C(=O)N1Cc2ccc(C3CCOCC3)cc2C1. Reaction SMILES: [CH:16]([CH3:17])([CH3:18])[O:19][c:20]1[c:21]([C:22](=[O:23])[OH:24])[cH:25][c:26]([S:29](=[O:30])(=[O:31])[CH2:32][CH2:33][Si:34]([CH3:35])([CH3:36])[CH3:37])[cH:27][cH:28]1.[O:1]1[CH2:2][CH2:3][CH:4]([c:7]2[cH:8][c:9]3[c:13]([cH:14][cH:15]2)[CH2:12][NH:11][CH2:10]3)[CH2:5][CH2:6]1>>[O:1]1[CH2:2][CH2:3][CH:4]([c:7]2[cH:8][c:9]3[c:13]([cH:14][cH:15]2)[CH2:12][N:11]([C:22]([c:21]2[c:20]([O:19][CH:16]([CH3:17])[CH3:18])[cH:28][cH:27][c:26]([S:29](=[O:30])(=[O:31])[CH2:32][CH2:33][Si:34]([CH3:35])([CH3:36])[CH3:37])[cH:25]2)=[O:23])[CH2:10]3)[CH2:5][CH2:6]1. The reactants are Cc1ccccc1, COc1cc2c(cc1OC)C1CC(N)CCN1CC2, [Na+], [OH-], Cc1ccc(C(=O)Cl)cc1. The product is Cl, COc1cc2c(cc1OC)C1CC(NC(=O)c3ccc(C)cc3)CCN1CC2. Reaction SMILES: [CH3:30][c:31]1[cH:32][cH:33][cH:34][cH:35][cH:36]1.[NH2:1][CH:2]1[CH2:3][CH2:4][N:5]2[CH2:6][CH2:7][c:8]3[c:9]([cH:12][c:13]([O:18][CH3:19])[c:14]([O:16][CH3:17])[cH:15]3)[CH:10]2[CH2:11]1.[Na+:38].[OH-:37].[c:20]1([CH3:29])[cH:21][cH:22][c:23]([C:26](=[O:27])[Cl:28])[cH:24][cH:25]1>>[ClH:28].[NH:1]([CH:2]1[CH2:3][CH2:4][N:5]2[CH2:6][CH2:7][c:8]3[c:9]([cH:12][c:13]([O:18][CH3:19])[c:14]([O:16][CH3:17])[cH:15]3)[CH:10]2[CH2:11]1)[C:26]([c:23]1[cH:22][cH:21][c:20]([CH3:29])[cH:25][cH:24]1)=[O:27]. Starting materials: [N+](=O)([O-])C1=CC(=C(C=C1)N)N (4-nitro-o-phenylenediamine), C(CCCC)(=O)O (valeric acid). Run in P(=O)(Cl)(Cl)Cl (phosphorus oxychloride). The product is C(CCC)C=1NC2=C(N1)C=C(C=C2)[N+](=O)[O-] (2-n-butyl-6-nitro-benzimidazole). RXN SMILES: [N+:1]([C:4]1[CH:9]=[CH:8][C:7]([NH2:10])=[C:6]([NH2:11])[CH:5]=1)([O-:3])=[O:2].[C:12](O)(=O)[CH2:13][CH2:14][CH2:15][CH3:16]>P(Cl)(Cl)(Cl)=O>[CH2:13]([C:12]1[NH:10][C:7]2[CH:8]=[CH:9][C:4]([N+:1]([O-:3])=[O:2])=[CH:5][C:6]=2[N:11]=1)[CH2:14][CH2:15][CH3:16]. Procedure: 11.5 g (0.075 mol) of 4-nitro-o-phenylenediamine are introduced in portions at ambient temperature into a mixture of 8.66 g (0.085 mol) of valeric acid and 120 ml of phosphorus oxychloride. The mixture is then heated for 3 hours under reflux. The reaction mixture is separated in 1.5 kg of iced water, rendered alkaline using concentrated ammonia and extracted three times using 500 ml of ethyl acetate. The organic phase is separated off, dried using magnesium sulphate and rotary evaporated. The oi... Reactants: COC1=CC=CC=2CCC=3C=CN(C3C21)CCNC(C)=O (N-[2-(4,5-dihydro-9-methoxy-1H-benz[g]indol-1-yl)ethyl]-acetamide), [OH-].[K+] (potassium hydroxide), C(CO)O.O (ethylene glycol water), [Cl-].[Na+] (sodium chloride). The product is C(\C=C\C(=O)O)(=O)O.COC1=CC=CC=2CCC=3C=CN(C3C21)CCN (2-(4,5-dihydro-9-methoxy-1H-benz[g]indol-1-yl)-ethylamine fumarate). The yield is 61.0%. As a reaction SMILES: [CH3:1][O:2][C:3]1[C:15]2[C:14]3[N:13]([CH2:16][CH2:17][NH:18][C:19](=[O:21])[CH3:20])[CH:12]=[CH:11][C:10]=3[CH2:9][CH2:8][C:7]=2[CH:6]=[CH:5][CH:4]=1.[OH-:22].[K+].[Cl-].[Na+].[CH2:26]([OH:29])[CH2:27]O.[OH2:30]>>[C:19]([OH:21])(=[O:30])/[CH:20]=[CH:27]/[C:26]([OH:29])=[O:22].[CH3:1][O:2][C:3]1[C:15]2[C:14]3[N:13]([CH2:16][CH2:17][NH2:18])[CH:12]=[CH:11][C:10]=3[CH2:9][CH2:8][C:7]=2[CH:6]=[CH:5][CH:4]=1 |f:1.2,3.4,5.6,7.8|. Procedure details: 2.3 g of N-[2-(4,5-dihydro-9-methoxy-1H-benz[g]indol-1-yl)ethyl]-acetamide were heated to 140° for 16 hours under argon in 23 ml of ethylene glycol/water 2:1 in the presence of 2.70 g of potassium hydroxide. The reaction mixture was left to cool and was poured into 200 ml of semi-concentrated sodium chloride solution. The mixture was extracted three times with diethyl ether and the combined extracts were washed once with saturated sodium chloride solution, dried over sodium sulfate, filtered and... Starting materials: BrC1=CC=C(OCC(C(=O)OC)(C)C)C=C1 (methyl 3-(4-bromophenoxy)-2,2-dimethylpropanoate), [OH-].[Na+] (sodium hydroxide), CO (methanol). Solvent: O1CCCC1 (tetrahydrofuran). Reaction conditions: time 8 hour. Product: BrC1=CC=C(OCC(C(=O)O)(C)C)C=C1 (3-(4-bromophenoxy)-2,2-dimethylpropanoic acid). Isolated yield 94.8%. As a reaction SMILES: [Br:1][C:2]1[CH:16]=[CH:15][C:5]([O:6][CH2:7][C:8]([CH3:14])([CH3:13])[C:9]([O:11]C)=[O:10])=[CH:4][CH:3]=1.[OH-].[Na+].CO>O1CCCC1>[Br:1][C:2]1[CH:3]=[CH:4][C:5]([O:6][CH2:7][C:8]([CH3:13])([CH3:14])[C:9]([OH:11])=[O:10])=[CH:15][CH:16]=1 |f:1.2|. Reported procedure: In tetrahydrofuran (40 mL) was dissolved methyl 3-(4-bromophenoxy)-2,2-dimethylpropanoate (3.2 g), 2N aqueous sodium hydroxide solution (10 mL) was added to the solution, and the mixture was stirred at room temperature overnight. After adding methanol (10 mL) to the mixture, the resulting mixture was refluxed for 3 hours. To the residue obtained by concentrating the reaction mixture under reduced pressure were added ethyl acetate and 1N hydrochloric acid, and the liquids were separated. The orga...